Dataset: the Open Reaction Database (ORD), a public repository of structured organic reaction records. Task: describe an organic reaction: reactants, conditions, products, and yield Starting materials: Brc1ccc2c(-c3ccccc3)n[nH]c2c1, [Li]CCCC, C1CCOC1, O=Cc1ccccc1. Product: OC(c1ccccc1)c1ccc2c(-c3ccccc3)n[nH]c2c1. As a reaction SMILES: [Br:1][c:2]1[cH:3][cH:4][c:5]2[c:6](-[c:11]3[cH:12][cH:13][cH:14][cH:15][cH:16]3)[n:7][nH:8][c:9]2[cH:10]1.[CH2:17]([Li:18])[CH2:19][CH2:20][CH3:21].[CH2:30]1[O:31][CH2:32][CH2:33][CH2:34]1.[CH:22](=[O:23])[c:24]1[cH:25][cH:26][cH:27][cH:28][cH:29]1>>[c:2]1([CH:22]([OH:23])[c:24]2[cH:25][cH:26][cH:27][cH:28][cH:29]2)[cH:3][cH:4][c:5]2[c:6](-[c:11]3[cH:12][cH:13][cH:14][cH:15][cH:16]3)[n:7][nH:8][c:9]2[cH:10]1. Starting materials: O=C(CBr)c1ccccc1, O=C([O-])[O-], CC(C)=O, [K+], [K+], O, O=c1cc(O)c2ccccc2o1. The product is O=C(COc1cc(=O)oc2ccccc12)c1ccccc1. Reaction SMILES: [Br:13][CH2:14][C:15](=[O:16])[c:17]1[cH:18][cH:19][cH:20][cH:21][cH:22]1.[C:23](=[O:24])([O-:25])[O-:26].[CH3:30][C:31](=[O:32])[CH3:33].[K+:27].[K+:28].[OH2:29].[OH:1][c:2]1[cH:3][c:4](=[O:12])[o:5][c:6]2[cH:7][cH:8][cH:9][cH:10][c:11]12>>[O:1]([c:2]1[cH:3][c:4](=[O:12])[o:5][c:6]2[cH:7][cH:8][cH:9][cH:10][c:11]12)[CH2:14][C:15](=[O:16])[c:17]1[cH:18][cH:19][cH:20][cH:21][cH:22]1.